From a dataset of the Open Reaction Database (ORD), a public repository of structured organic reaction records. describe an organic reaction: reactants, conditions, products, and yield Starting materials: C(C1=CC=CC=C1)OC(C[C@H](C(=O)N[C@@H](C(C)(C)C)C(NC)=O)NC(=O)OC(C)(C)C)=O (3(R)-t-butyloxycarbonylamino-N-(2,2-dimethyl-1(S)-(methylcarbarnoyl)propyl)succinamic acid benzyl ester), O=C1NCCOCCN2C3=CC=CC=C3C(C[C@@H]1NC([C@@H](CC(=O)O)N1C=C(C=C1)C1=CC=C(C=C1)C1=CC=NC=C1)=O)=C2 (N-(8-Oxo-4-oxa-1,7-diazatricyclo[9.6.1.012,17]octadeca-11(18),12,14,16-tetraen-9(S)-yl)-3(R)-[3-[4-(pyridin-4-yl)phenyl]-1H-pyrrol-1-yl]succinamic Acid), CN (methylamine), CN(C)C(=[N+](C)C)ON1C2=C(C=CC=C2)N=N1.[B-](F)(F)(F)F (TBTU). Product: C(C1=CC=CC=C1)OC(C[C@H](C(=O)NC)N1C=C(C=C1)C1=CC=C(C=C1)C1=CC=NC=C1)=O (N-methyl-3(R)-[3-[4-(pyridin-4-yl)phenyl]-1H-pyrrol-1-yl]succinamic acid benzyl ester). Isolated yield 51.0%. As a reaction SMILES: [CH2:1]([O:8][C:9](=[O:32])[CH2:10][C@@H:11]([NH:24][C:25](OC(C)(C)C)=O)[C:12]([NH:14][C@H:15](C(=O)NC)C(C)(C)C)=[O:13])[C:2]1[CH:7]=[CH:6][CH:5]=[CH:4][CH:3]=1.O=C1[C@@H](NC(=O)[C@H](N2C=[CH:61][C:60]([C:63]3[CH:68]=[CH:67][C:66]([C:69]4[CH:74]=[CH:73][N:72]=[CH:71][CH:70]=4)=[CH:65][CH:64]=3)=[CH:59]2)CC(O)=O)CC2=CN(C3C2=CC=CC=3)CCOCCN1.CN.CN(C(ON1N=NC2C=CC=CC1=2)=[N+](C)C)C.[B-](F)(F)(F)F>>[CH2:1]([O:8][C:9](=[O:32])[CH2:10][C@@H:11]([N:24]1[CH:25]=[CH:59][C:60]([C:63]2[CH:68]=[CH:67][C:66]([C:69]3[CH:74]=[CH:73][N:72]=[CH:71][CH:70]=3)=[CH:65][CH:64]=2)=[CH:61]1)[C:12]([NH:14][CH3:15])=[O:13])[C:2]1[CH:3]=[CH:4][CH:5]=[CH:6][CH:7]=1 |f:3.4|. Procedure details: According to the procedure described in Example 1(b) for the preparation of 3(R)-t-butyloxycarbonylamino-N-(2,2-dimethyl-1(S)-(methylcarbarnoyl)propyl)succinamic acid benzyl ester, 2(R)-[3-[4-(pyridin-4-yl)phenyl]-1H-pyrrol-1-yl]succinic 4-benzyl ester hydrochloride (prepared as described in Example 7(a)) and excess 40% aqueousueous methylamine were coupled with TBTU. The solid that precipitated from the reaction mixture was washed with water and, after drying, with ethyl acetate to give 51% of ... Starting materials: CCOc1ccc(-c2ccc3c(c2)C=C(C(=O)OC)CCN3C=O)cc1OCC, C1CCOC1, CO, [Na+], [OH-]. Yields the product CCOc1ccc(-c2ccc3c(c2)C=C(C(=O)O)CCN3C=O)cc1OCC. RXN SMILES: [CH2:1]([CH3:2])[O:3][c:4]1[cH:5][c:6](-[c:13]2[cH:14][cH:15][c:16]3[c:17]([cH:29]2)[CH:18]=[C:19]([C:25](=[O:26])[O:27][CH3:28])[CH2:20][CH2:21][N:22]3[CH:23]=[O:24])[cH:7][cH:8][c:9]1[O:10][CH2:11][CH3:12].[CH2:34]1[O:35][CH2:36][CH2:37][CH2:38]1.[CH3:32][OH:33].[Na+:31].[OH-:30]>>[CH2:1]([CH3:2])[O:3][c:4]1[cH:5][c:6](-[c:13]2[cH:14][cH:15][c:16]3[c:17]([cH:29]2)[CH:18]=[C:19]([C:25](=[O:26])[OH:27])[CH2:20][CH2:21][N:22]3[CH:23]=[O:24])[cH:7][cH:8][c:9]1[O:10][CH2:11][CH3:12]. Reactants: C1(=CC=C(C=C1)C(=O)Cl)C (p-toluoyl chloride), O=P12OP3(=O)OP(=O)(O1)OP(=O)(O2)O3 (phosphorus pentoxide), [Sn](Cl)(Cl)(Cl)Cl (tin (IV) chloride), crude product, [C-]#N (cyanide). Solvent: C(Cl)Cl (methylene chloride), hexanes. Conditions: time 2 hour. Product: C1(=CC=C(C=C1)C(=O)C#N)C (p-toluoyl cyanide). The yield is 85.5%. RXN SMILES: [C:1]1([CH3:10])[CH:6]=[CH:5][C:4]([C:7](Cl)=[O:8])=[CH:3][CH:2]=1.O=P12OP3(OP(OP(O3)(O1)=O)(=O)O2)=O.[C-:25]#[N:26].[Sn](Cl)(Cl)(Cl)Cl>C(Cl)Cl>[C:1]1([CH3:10])[CH:6]=[CH:5][C:4]([C:7]([C:25]#[N:26])=[O:8])=[CH:3][CH:2]=1. Reported procedure: p-Toluoyl cyanide was prepared according to the general procedure reported by Olah et al. [supra]. Under dry conditions, 1.35 mL of p-toluoyl chloride (98%, Aldrich) (10.2 mmol), 26 mL of methylene chloride, freshly distilled from phosphorus pentoxide under nitrogen, and 1.53 mL of trimethylsily cyanide (11.5 mmol) were added to a 100-mL round bottom flask. To this solution 0.25 mL of tin (IV) chloride (2.1 mmol) was added. This mixture was stirred for 2 hr at room temperature. During the 2 hr, ... Reactants: FC(OC1=CC=C(C=C1)N1NC(CC1)=O)(F)F (1-(4-trifluoromethoxyphenyl)-pyrazolidin-3-one), P(=O)(Cl)(Cl)Cl (phosphoryl chloride). Run in C1(=CC=CC=C1)C (toluene). Conditions: temperature 80 celsius, time 8 hour. Yields the product ClC1=NN(CC1)C1=CC=C(C=C1)OC(F)(F)F (3-Chloro-1-(4-trifluoromethoxyphenyl)-4,5-dihydro-1H-pyrazole). Reaction SMILES: [F:1][C:2]([F:17])([F:16])[O:3][C:4]1[CH:9]=[CH:8][C:7]([N:10]2[CH2:14][CH2:13][C:12](=O)[NH:11]2)=[CH:6][CH:5]=1.P(Cl)(Cl)([Cl:20])=O>C1(C)C=CC=CC=1>[Cl:20][C:12]1[CH2:13][CH2:14][N:10]([C:7]2[CH:8]=[CH:9][C:4]([O:3][C:2]([F:17])([F:16])[F:1])=[CH:5][CH:6]=2)[N:11]=1. Procedure: The general procedure was taken from Wang et al. Tetrahedron Lett. 2005, 46, 2631. To a solution of 1-(4-trifluoromethoxyphenyl)-pyrazolidin-3-one (120 mg, 0.49 mmol, 1.00 eq) in toluene (20 mL) was slowly added phosphoryl chloride (22.5 mg, 1.47 mmol, 3.00 eq). The mixture was then heated at 80° C. for 1 h before cooling to room temperature and quenching with H2O (10 mL). The vessel was stirred under an atmosphere of nitrogen (N2) for 8 h before the product was extracted into EtOAc (200 mL), dr... Reactants: SC1=C(C(=O)O)C=CC=C1 (2-mercaptobenzoic acid), C(CCC)O (n-butanol), C1=CC=CC=C1 (benzene), S(O)(O)(=O)=O (sulfuric acid). Run in O (water). Yields the product SC1=C(C(=O)OCCCC)C=CC=C1 (n-butyl 2-mercaptobenzoate). Isolated yield 68.6%. RXN SMILES: [SH:1][C:2]1[CH:10]=[CH:9][CH:8]=[CH:7][C:3]=1[C:4]([OH:6])=[O:5].[CH2:11](O)[CH2:12][CH2:13][CH3:14].C1C=CC=CC=1.S(=O)(=O)(O)O>O>[SH:1][C:2]1[CH:10]=[CH:9][CH:8]=[CH:7][C:3]=1[C:4]([O:6][CH2:11][CH2:12][CH2:13][CH3:14])=[O:5]. Procedure: Using a procedure similar to that of Example IV, a mixture of 50 g (0.32 mole) of 2-mercaptobenzoic acid, 50 g (0.7 mole) of n-butanol, 200 ml of benzene and 1.1 g of sulfuric acid (93%) was heated at reflux for 24 hours during which time 5.9 ml of water was collected in the water separator. The mixture was cooled, washed, concentrated and the residual oil distilled to give n-butyl 2-mercaptobenzoate: 46.1 g (68.6% yield); bp 127°-128°C/ 1.0 mm; mol wt 210: Reactants: NC=1C(N(C(=CC1OC1=CC=CC=C1)C)CC(=O)OC)=O (methyl 3-amino-6-methyl-2-oxo-4-phenoxy-1,2-dihydropyridine-1-acetate), ClC(=O)OCC1=CC=CC=C1 (phenylmethyl chloroformate). Product: CC1=CC(=C(C(N1CC(=O)OC)=O)NC(=O)OCC1=CC=CC=C1)OC1=CC=CC=C1 (Methyl 6-methyl-2-oxo-4-phenoxy-3-[[(phenylmethoxy)carbonyl]amino]-1,2-dihydropyridine-1-acetate). As a reaction SMILES: [NH2:1][C:2]1[C:3](=[O:21])[N:4]([CH2:16][C:17]([O:19][CH3:20])=[O:18])[C:5]([CH3:15])=[CH:6][C:7]=1[O:8][C:9]1[CH:14]=[CH:13][CH:12]=[CH:11][CH:10]=1.Cl[C:23]([O:25][CH2:26][C:27]1[CH:32]=[CH:31][CH:30]=[CH:29][CH:28]=1)=[O:24]>>[CH3:15][C:5]1[N:4]([CH2:16][C:17]([O:19][CH3:20])=[O:18])[C:3](=[O:21])[C:2]([NH:1][C:23]([O:25][CH2:26][C:27]2[CH:32]=[CH:31][CH:30]=[CH:29][CH:28]=2)=[O:24])=[C:7]([O:8][C:9]2[CH:14]=[CH:13][CH:12]=[CH:11][CH:10]=2)[CH:6]=1. Reported procedure: 2.5 g (7.9 mmol) of methyl 3-amino-6-methyl-2-oxo-4-phenoxy-1,2-dihydropyridine-1-acetate are treated with 1.7 ml (11.9 mmol) of phenylmethyl chloroformate under the conditions of Example 3.